Dataset: the Open Reaction Database (ORD), a public repository of structured organic reaction records. Task: describe an organic reaction: reactants, conditions, products, and yield RXN SMILES: [C:1]([NH:4][C:5]1[C:6]([N+:18]([O-:20])=[O:19])=[CH:7][C:8]2[CH:13]3[O:14][CH:12]3[C:11]([CH3:16])([CH3:15])[O:10][C:9]=2[CH:17]=1)(=[O:3])[CH3:2].[NH3:21]>C(O)C>[C:1]([NH:4][C:5]1[C:6]([N+:18]([O-:20])=[O:19])=[CH:7][C:8]2[C@@H:13]([NH2:21])[C@H:12]([OH:14])[C:11]([CH3:16])([CH3:15])[O:10][C:9]=2[CH:17]=1)(=[O:3])[CH3:2]. Reaction conditions: time 21 hour. Procedure details: 7-Acetamido-3,4-epoxy-3,4-dihydro-2,2-dimethyl-6-nitro-2H-benzo[b]pyran (0.76 g, prepared as in European Pat. No. 28,449) was dissolved in dry ethanol and saturated with dry ammonia, and stirred at room temperature for 21 hr. Evaporation gave a crude mixture which was purified on the chromatotron (using pentane-ethyl acetate in a gradient elution), to give the title compound (280 mg). Product: C(C)(=O)NC=1C(=CC2=C(OC([C@H]([C@@H]2N)O)(C)C)C1)[N+](=O)[O-] (7-acetamido-trans-4-amino-3,4-dihydro-2,2-dimethyl-6-nitro-2H-benzo[b]pyran-3-ol). The solvent is C(C)O (ethanol). Reactants: N (ammonia), C(C)(=O)NC=1C(=CC2=C(OC(C3C2O3)(C)C)C1)[N+](=O)[O-] (7-Acetamido-3,4-epoxy-3,4-dihydro-2,2-dimethyl-6-nitro-2H-benzo[b]pyran).